This data is from the Open Reaction Database (ORD), a public repository of structured organic reaction records. The task is: describe an organic reaction: reactants, conditions, products, and yield Reactants: N([C@@H](CC(C)C)C(=O)N[C@@H](C(C)C)C(=O)O)C(=O)OCC1=CC=CC=C1.C[NH-] (Z-Leu-Val methyl amide), N([C@@H](CC(C)C)C(=O)N[C@@H](C(C)C)C(=O)O)C(=O)OCC1=CC=CC=C1 (Z-Leu-Val-OH), C=1C=CC2=C(C1)N=NN2O (HOBt), C1CCC(CC1)N=C=NC2CCCCC2 (DCCI), CN (methylamine). The solvent is CN(C)C=O (DMF). Run at time 24 hour. The product is N([C@@H](CC1=CC=CC=C1)C(=O)N[C@@H](CC1=CNC=N1)C(=O)N[C@@H](CC(C)C)C(=O)N[C@@H](C(C)C)C(=O)O)C(=O)OCC1=CC=CC=C1.C[NH-] (Z-Phe-His-Leu-Val methyl amide). Reaction SMILES: [NH:1]([C:17]([O:19][CH2:20][C:21]1[CH:26]=[CH:25][CH:24]=[CH:23][CH:22]=1)=[O:18])[C@H:2]([C:7]([NH:9][C@H:10]([C:14]([OH:16])=O)[CH:11]([CH3:13])C)=[O:8])[CH2:3][CH:4]([CH3:6])[CH3:5].[CH3:27][NH-:28].[NH:29](C(OCC1C=CC=CC=1)=O)[C@H:30]([C:35]([NH:37][C@H:38]([C:42]([OH:44])=[O:43])[CH:39]([CH3:41])[CH3:40])=[O:36])[CH2:31][CH:32]([CH3:34])[CH3:33].C1C=[CH:57][C:58]2N(O)N=N[C:59]=2C=1.C1CC[CH:68]([N:71]=[C:72]=[N:73]C2CCCCC2)CC1.CN>CN(C=O)C>[NH:1]([C:17]([O:19][CH2:20][C:21]1[CH:22]=[CH:23][CH:24]=[CH:25][CH:26]=1)=[O:18])[C@H:2]([C:7]([NH:9][C@H:10]([C:14]([NH:29][C@H:30]([C:35]([NH:37][C@H:38]([C:42]([OH:44])=[O:43])[CH:39]([CH3:40])[CH3:41])=[O:36])[CH2:31][CH:32]([CH3:33])[CH3:34])=[O:16])[CH2:11][C:13]1[N:73]=[CH:72][NH:71][CH:68]=1)=[O:8])[CH2:3][C:4]1[CH:5]=[CH:57][CH:58]=[CH:59][CH:6]=1.[CH3:27][NH-:28] |f:0.1,7.8|. Procedure details: Z-Leu-Val-methyl amide: A mixture of 100 mg of Z-Leu-Val-OH (Example 1e), 2 ml of DMF, 49 mg of HOBt and 66 mg of DCCI is left to stand at 0° for 24 hours. An excess of methylamine is added to the mixture and the whole is stirred for 2 hours at 0° and for 2 hours at room temperature. The title compound is obtained in the form of a colourless oil after flash chromatography with system N3. Rf (N7)=0.55. Conditions: time 45 minute. The solvent is CS(=O)C (dimethyl sulfoxide), O (water), CS(=O)C (dimethyl sulfoxide). As a reaction SMILES: [H-].[Na+].[Br-].[CH2:4]1[CH2:35][O:34][CH2:33][CH:6]([CH2:7][CH2:8][CH2:9][CH2:10][CH2:11][CH2:12][CH2:13][P+](C2C=CC=CC=2)(C2C=CC=CC=2)C2C=CC=CC=2)[O:5]1.CC1(CCCCCCCBr)OCCO1.C1(P(C2C=CC=CC=2)C2C=CC=CC=2)C=CC=CC=1.[CH2:69]([O:76][C:77]1[CH:78]=[C:79]([CH:82]=[CH:83][C:84]=1[O:85][CH2:86][C:87]1[CH:92]=[CH:91][CH:90]=[CH:89][CH:88]=1)[CH:80]=O)[C:70]1[CH:75]=[CH:74][CH:73]=[CH:72][CH:71]=1>CS(C)=O.O>[CH2:69]([O:76][C:77]1[CH:78]=[C:79]([CH:80]=[CH:13][CH2:12][CH2:11][CH2:10][CH2:9][CH2:8][CH2:7][CH:6]2[O:5][CH2:4][CH2:35][O:34][CH2:33]2)[CH:82]=[CH:83][C:84]=1[O:85][CH2:86][C:87]1[CH:92]=[CH:91][CH:90]=[CH:89][CH:88]=1)[C:70]1[CH:71]=[CH:72][CH:73]=[CH:74][CH:75]=1 |f:0.1,2.3|. Reactants: C(C1=CC=CC=C1)OC=1C=C(C=O)C=CC1OCC1=CC=CC=C1 (3.4-dibenzyloxybenzaldehyde), [Br-].C1OC(CCCCCCC[P+](C2=CC=CC=C2)(C2=CC=CC=C2)C2=CC=CC=C2)COC1 (8-ethylenedioxynonyl triphenylphosphonium bromide), [H-].[Na+] (sodium hydride), CC1(OCCO1)CCCCCCCBr (2-methyl-2-(7-bromoheptyl)-1,3-dioxolan), C1(=CC=CC=C1)P(C1=CC=CC=C1)C1=CC=CC=C1 (triphenylphosphin), resultant mixture. Yields the product C(C1=CC=CC=C1)OC=1C=C(C=CC1OCC1=CC=CC=C1)C=CCCCCCCC1COCCO1 (1-(3,4 -dibenzyloxyphenyl)-9-ethylenedioxy-1-decene). Procedure details: A mixture of 640 mg of oily sodium hydride (60%) and 10 mg of dimethyl sulfoxide was stirred for 45 minutes at 75° to 80° C. After cooling the mixture, a mixture of 50 ml of dimethyl sulfoxide and 8.2 g of 8-ethylenedioxynonyl triphenylphosphonium bromide prepared from 2-methyl-2-(7-bromoheptyl)-1,3-dioxolan and triphenylphosphin was added to the mixture. After 10 minutes, a mixture of 2.5 g of 3.4-dibenzyloxybenzaldehyde and 10 ml of dimethyl sulfoxide was added to the mixture at room temperatu... The reagents and catalysts are CS(=O)C (dimethyl sulfoxide). The yield is 36.6%. The reactants are CC(C)(C)OC(=O)N1CCNCC1, CC1=C(C(=CC=C1)Br)[N+](=O)[O-]. Reagents/catalysts: C(=O)([O-])[O-].[Cs+].[Cs+], CC1(C2=C(C(=CC=C2)P(C3=CC=CC=C3)C4=CC=CC=C4)OC5=C1C=CC=C5P(C6=CC=CC=C6)C7=CC=CC=C7)C, CC(=O)O.CC(=O)O.[Pd]. Solvent: C1COCCO1. Conditions: temperature 80 celsius. Product: CC1=C(C(=CC=C1)N2CCN(CC2)C(=O)OC(C)(C)C)[N+](=O)[O-]. Isolated yield 16.8%. Procedure: tert-butyl piperazine-1-carboxylate (172 mg, 0.93 mmol) and 1-bromo-3-methyl-2-nitrobenzene (0.124 mL, 0.93 mmol), were added to a stirred solution of diacetoxypalladium (20.78 mg, 0.09 mmol), (9,9-dimethyl-9H-xanthene-4,5-diyl)bis(diphenylphosphine) (107 mg, 0.19 mmol) and cesium carbonate (664 mg, 2.04 mmol) dissolved in dioxane (3 mL). The resulting solution was stirred at 80 °C under nitrogen overnight.  The reaction mixture was filtered, dried under vaccum.   The crude product was purified ...